From a dataset of the Open Reaction Database (ORD), a public repository of structured organic reaction records. describe an organic reaction: reactants, conditions, products, and yield Yields the product FC1=C(C=CC(=C1)F)C1(OC1)C(C)C1=NC=CC=C1 (2-(2,4-Difluorophenyl)-2-(1-[pyridin-2-yl]ethyl)oxirane). Reaction SMILES: C([Li])CCC.C(NC(C)C)(C)C.[CH2:13]([C:15]1[CH:20]=[CH:19][CH:18]=[CH:17][N:16]=1)[CH3:14].Cl[CH2:22][C:23]([C:25]1[CH:30]=[CH:29][C:28]([F:31])=[CH:27][C:26]=1[F:32])=[O:24]>CCCCCC.O1CCCC1.O>[F:32][C:26]1[CH:27]=[C:28]([F:31])[CH:29]=[CH:30][C:25]=1[C:23]1([CH:13]([C:15]2[CH:20]=[CH:19][CH:18]=[CH:17][N:16]=2)[CH3:14])[CH2:22][O:24]1. Solvent: CCCCCC (hexane), O1CCCC1 (tetrahydrofuran), O (Water), O1CCCC1 (tetrahydrofuran). Conditions: time 0.17 hour. Reactants: C(CCC)[Li] (n-Butyllithium), solution, C(C)(C)NC(C)C (diisopropylamine), C(C)C1=NC=CC=C1 (2-Ethylpyridine), ClCC(=O)C1=C(C=C(C=C1)F)F (2-chloro-2',4'-difluoroacetophenone). Procedure: n-Butyllithium (19.7 ml of a 1.6M solution in hexane) was added to a stirred solution of diisopropylamine (3.18 g) in dry tetrahydrofuran (50 ml) at -70° under an atmosphere of dry nitrogen. The solution was stirred at -70° for 0.17 hour, followed by 0.17 hour at 0° and then re-cooled to -70°. 2-Ethylpyridine (3.37 g) was added over 0.08 hour, the red solution resulting was stirred at -70° for 0.33 hour and then added via a syringe to a stirred solution of 2-chloro-2',4'-difluoroacetophenone (5.... The reactants are CC(C)c1cc(C(C)C)cc(C(C)C)c1, O=S(=O)(Cl)Cl, c1ccc2[nH]ccc2c1. The product is CC(C)c1cc(C(C)C)c(S(=O)(=O)n2ccc3ccccc32)c(C(C)C)c1. Reaction SMILES: [CH:6]([CH3:7])([CH3:8])[c:9]1[cH:10][c:11]([CH:18]([CH3:19])[CH3:20])[cH:12][c:13]([CH:15]([CH3:16])[CH3:17])[cH:14]1.[S:1](=[O:2])(=[O:3])([Cl:4])[Cl:5].[cH:21]1[cH:22][cH:23][c:24]2[nH:25][cH:26][cH:27][c:28]2[cH:29]1>>[S:1](=[O:2])(=[O:3])([c:12]1[c:11]([CH:18]([CH3:19])[CH3:20])[cH:10][c:9]([CH:6]([CH3:7])[CH3:8])[cH:14][c:13]1[CH:15]([CH3:16])[CH3:17])[n:25]1[c:24]2[cH:23][cH:22][cH:21][cH:29][c:28]2[cH:27][cH:26]1. Reactants: C(#N)CCC1C=C(C2=CC=CC=C2C1)C1=C(C=CC=C1)F (3-(2-cyano ethyl)3,4-dihydro 1-orthofluorophenyl naphthalene), C(C)O (ethanol), C(C)O (ethanol). Yields the product OCCCC1C=C(C2=CC=CC=C2C1)C1=C(C=CC=C1)F (3-(3-hydroxy propyl)3,4-dihydro 1-orthofluorophenyl naphthalene). RXN SMILES: [C:1]([CH2:3][CH2:4][CH:5]1[CH2:14][C:13]2[C:8](=[CH:9][CH:10]=[CH:11][CH:12]=2)[C:7]([C:15]2[CH:20]=[CH:19][CH:18]=[CH:17][C:16]=2[F:21])=[CH:6]1)#N.C([OH:24])C>>[OH:24][CH2:1][CH2:3][CH2:4][CH:5]1[CH2:14][C:13]2[C:8](=[CH:9][CH:10]=[CH:11][CH:12]=2)[C:7]([C:15]2[CH:20]=[CH:19][CH:18]=[CH:17][C:16]=2[F:21])=[CH:6]1. Procedure details: A solution of 18 g of the preceding compound (XXXVII) in 200 ml of ~7 N hydrochloric ethanol and 200 ml of ethanol is brought to reflux for 36 hours. Then the solvent is evaporated, the residue is taken up in methylene chloride, washed with a sodium bicarbonate solution, then with water, dried on magnesium sulfate, filtered and the filtrate is evaporated. 15 g of the expected compound are obtained in the form of an oil. Reactants: IC1=CC=C(C=C1)C1OC2=CC(=CC=C2C(C1C1=CC=C(C=C1)OC1OCCCC1)=O)OC1OCCCC1 (2-(4-iodophenyl)-7-((tetrahydro-2H-pyran-2-yl)oxy)-3-(4-((tetrahydro-2H-pyran-2-yl)oxy)phenyl)chroman-4-one), C[Mg]Cl (Methylmagnesium chloride). Solvent: C1CCOC1 (THF), C1CCOC1 (THF). Product: IC1=CC=C(C=C1)C1OC2=CC(=CC=C2C(C1C1=CC=C(C=C1)OC1OCCCC1)(O)C)OC1OCCCC1 (2-(4-iodophenyl)-4-methyl-7-((tetrahydro-2H-pyran-2-yl)oxy)-3-(4-((tetrahydro-2H-pyran-2-yl)oxy)phenyl)chroman-4-ol). RXN SMILES: [I:1][C:2]1[CH:7]=[CH:6][C:5]([CH:8]2[CH:17]([C:18]3[CH:23]=[CH:22][C:21]([O:24][CH:25]4[CH2:30][CH2:29][CH2:28][CH2:27][O:26]4)=[CH:20][CH:19]=3)[C:16](=[O:31])[C:15]3[C:10](=[CH:11][C:12]([O:32][CH:33]4[CH2:38][CH2:37][CH2:36][CH2:35][O:34]4)=[CH:13][CH:14]=3)[O:9]2)=[CH:4][CH:3]=1.[CH3:39][Mg]Cl>C1COCC1>[I:1][C:2]1[CH:7]=[CH:6][C:5]([CH:8]2[CH:17]([C:18]3[CH:19]=[CH:20][C:21]([O:24][CH:25]4[CH2:30][CH2:29][CH2:28][CH2:27][O:26]4)=[CH:22][CH:23]=3)[C:16]([CH3:39])([OH:31])[C:15]3[C:10](=[CH:11][C:12]([O:32][CH:33]4[CH2:38][CH2:37][CH2:36][CH2:35][O:34]4)=[CH:13][CH:14]=3)[O:9]2)=[CH:4][CH:3]=1. Procedure details: To a solution of 90.0% 2-(4-iodophenyl)-7-((tetrahydro-2H-pyran-2-yl)oxy)-3-(4-((tetrahydro-2H-pyran-2-yl)oxy)phenyl)chroman-4-one (104.891 g, 150.7 mmol, 1.0 equiv.) in THF (1.2 L) at 5° C., was added Methylmagnesium chloride 3.0 M solution in THF (160.000 ml, 480.0 mmol, 3.2 equiv.) by addition funnel over 30 minutes. The temperature did not rise about 8° C. during the addition. The reaction was removed from the ice bath and stirred at room temperature and stirred for another hour. TLC (20% et... Run at time 2 hour. Reactants: C(C1=CC=CC=C1)OC1=CC(NC=C1)=O (4-benzyloxy-1H-pyridin-2-one), C([O-])([O-])=O.[Cs+].[Cs+] (cesium carbonate), BrC(=C)CBr (2,3-dibromo-propene). As a reaction SMILES: [CH2:1]([O:8][C:9]1[CH:14]=[CH:13][NH:12][C:11](=[O:15])[CH:10]=1)[C:2]1[CH:7]=[CH:6][CH:5]=[CH:4][CH:3]=1.C(=O)([O-])[O-].[Cs+].[Cs+].[Br:22][C:23]([CH2:25]Br)=[CH2:24]>CN(C=O)C.CCOC(C)=O.CO.O>[CH2:1]([O:8][C:9]1[CH:14]=[CH:13][N:12]([CH2:25][C:23]([Br:22])=[CH2:24])[C:11](=[O:15])[CH:10]=1)[C:2]1[CH:3]=[CH:4][CH:5]=[CH:6][CH:7]=1 |f:1.2.3,6.7|. Yields the product C(C1=CC=CC=C1)OC1=CC(N(C=C1)CC(=C)Br)=O (4-Benzyloxy-1-(2-bromo-allyl)-1H-pyridin-2-one). Solvent: CCOC(=O)C.CO (EtOAc MeOH), O (water), CN(C)C=O (DMF). Reported procedure: To 6.00 g (29.8 mmol) 4-benzyloxy-1H-pyridin-2-one in 30 mL DMF at 0° C. is added 19.4 g (59.6 mmol) cesium carbonate and after 15 min 11.9 g (59.6 mmol) 2,3-dibromo-propene. The reaction mixture is stirred 2 h at RT and is diluted with EtOAc/MeOH and water. The organic phase is washed with water and is dried over MgSO4. After filtration and evaporation of the solvent, the residue is purified via reverse HPLC chromatography (Waters symmetry, C18; water (0.15% formic acid)/acetonitrile 95:5 to 10... RXN SMILES: [Cl:1][CH2:2][CH2:3][O:4][C:5]1[CH:6]=[C:7]([CH:9]=[C:10]([Cl:15])[C:11]=1[O:12][CH2:13][CH3:14])[NH2:8].[C:16](Cl)(Cl)=[O:17]>C1(C)C=CC=CC=1>[Cl:1][CH2:2][CH2:3][O:4][C:5]1[CH:6]=[C:7]([N:8]=[C:16]=[O:17])[CH:9]=[C:10]([Cl:15])[C:11]=1[O:12][CH2:13][CH3:14]. Procedure details: 3-(2-Chloroethoxy)-4-ethoxy-5-chloroaniline (2.50 g) in toluene (20 ml) was dropwise added to a toluene solution containing 10 g of phosgene at 10° to 20° C. The resulting mixture was gradually heated and, after being refluxed for 30 minutes, cooled to room temperature. The solvent was removed by distillation under reduced pressure to give 3-(2-chloroethoxy)-4-ethoxy-5-chlorophenyl isocyanate. The thus obtained crude substance was added to a toluene solution (50 ml) containing triethylamine (1.0... The product is ClCCOC=1C=C(C=C(C1OCC)Cl)N=C=O (3-(2-chloroethoxy)-4-ethoxy-5-chlorophenyl isocyanate). Solvent: C1(=CC=CC=C1)C (toluene), C1(=CC=CC=C1)C (toluene). Starting materials: ClCCOC=1C=C(N)C=C(C1OCC)Cl (3-(2-Chloroethoxy)-4-ethoxy-5-chloroaniline), C(=O)(Cl)Cl (phosgene). The reactants are FC(C(CCCCCC)OC1=CC=C(C#N)C=C1)(F)F (p-(1-trifluoromethyl-heptyloxy)-benzonitrile), Cl (hydrogen chloride), N (ammonia). Solvent: C(C)O (ethanol), C(C)O (ethanol). The product is Cl.FC(C(CCCCCC)OC1=CC=C(C(=N)N)C=C1)(F)F (p-(1-trifluoromethyl-heptyloxy)-benzamidine hydrochloride). RXN SMILES: [F:1][C:2]([F:20])([F:19])[CH:3]([O:10][C:11]1[CH:18]=[CH:17][C:14]([C:15]#[N:16])=[CH:13][CH:12]=1)[CH2:4][CH2:5][CH2:6][CH2:7][CH2:8][CH3:9].[ClH:21].[NH3:22]>C(O)C>[ClH:21].[F:1][C:2]([F:19])([F:20])[CH:3]([O:10][C:11]1[CH:18]=[CH:17][C:14]([C:15]([NH2:22])=[NH:16])=[CH:13][CH:12]=1)[CH2:4][CH2:5][CH2:6][CH2:7][CH2:8][CH3:9] |f:4.5|. Procedure: Into 20 ml of dry ethanol containing 3.76 g of oa p-(1-trifluoromethyl-heptyloxy)-benzonitrile, about 1 g of dry hydrogen chloride was introduced under stirring at a temperature below 10° C. After stirring at room temperature for 3 days, solvent was distilled off to obtain any oily product. To this, were added slowly 20 ml of dry ethanol containing about 2 g of ammonia under cooling with ice, followed by stirring at room temperature for 3 days. Ethanol and ammonia were removed to obtain 3.40 g o...